This data is from the Open Reaction Database (ORD), a public repository of structured organic reaction records. The task is: describe an organic reaction: reactants, conditions, products, and yield Starting materials: BrC=1C=C(C(=O)Cl)C=CC1 (3-bromobenzoyl chloride), C1(=CC=CC=C1)[C@@H](N)CO ((R)-(-)-2-phenyl-glycinol). Run in ClCCl (dichloromethane), ClCCl (dichloromethane). Reaction conditions: time 3 hour. The product is BrC=1C=C(C(=O)N[C@@H](CO)C2=CC=CC=C2)C=CC1 (2-(3-bromobenzamido)-2(R)-phenylethan-1-ol). Reaction SMILES: [Br:1][C:2]1[CH:3]=[C:4]([CH:8]=[CH:9][CH:10]=1)[C:5](Cl)=[O:6].[C:11]1([C@H:17]([CH2:19][OH:20])[NH2:18])[CH:16]=[CH:15][CH:14]=[CH:13][CH:12]=1>ClCCl>[Br:1][C:2]1[CH:3]=[C:4]([CH:8]=[CH:9][CH:10]=1)[C:5]([NH:18][C@H:17]([C:11]1[CH:16]=[CH:15][CH:14]=[CH:13][CH:12]=1)[CH2:19][OH:20])=[O:6]. Procedure details: To a vigorously stirred solution of 3-bromobenzoyl chloride (13 g, 58 mmol) in dichloromethane (500 ml) was rapidly added a solution of (R)-(-)-2-phenyl-glycinol (10.5 g, 76 mmol) in dichloromethane (50 ml). The reaction mixture was stirred for 3 h and insolubles removed by filtration. Concentration of the filtrate gave 2-(3-bromobenzamido)-2(R)-phenylethan-1-ol as colorless solids (18.5 g, quant). Starting materials: CC1(CC1)C(=O)NN (1-methylcyclopropanecarboxylic acid hydrazide), C(=O)(Cl)Cl (phosgene). Run in C(C)(=O)OCC (ethyl acetate). Product: CC1(CC1)C1=NNC(O1)=O (5-(1-Methylcyclopropyl)-1,3,4-oxadiazol-2(3H)-one). The yield is 103.8%. RXN SMILES: [CH3:1][C:2]1([C:5]([NH:7][NH2:8])=[O:6])[CH2:4][CH2:3]1.[C:9](Cl)(Cl)=[O:10]>C(OCC)(=O)C>[CH3:1][C:2]1([C:5]2[O:6][C:9](=[O:10])[NH:8][N:7]=2)[CH2:4][CH2:3]1. Procedure: A solution containing 54.0 g (0.385 mol) of 1-methylcyclopropanecarboxylic acid hydrazide (m.p. 72°-74°) and 90 g (0.9 mol) of phosgene in 1000 ml of ethyl acetate was refluxed for 2 hours. The reaction mixture was concentrated on a rotary evaporator. The residual solid crystallized from ether-hexane (1:5) to give 56.0 g (85%) of product as a white crystalline solid; m.p. 77°-78°. The reactants are product, C(C)(=O)OCC (ethyl acetate), C(C)(=O)OCC (ethyl acetate), S(=O)(=O)(O)[O-].[K+] (potassium hydrogen sulfate), C(C)(=O)SCC(C(=O)N[C@@H](CC(C)C)C(=O)O)C(F)(F)F (N-[2-[(Acetylthio)methyl]-3,3,3-trifluoro-1-oxopropyl]-L-leucine). The solvent is CO (methanol), C(C)(=O)O (acetic acid), CCCCCC (hexane), hexanes, C(C)(=O)O (acetic acid), [OH-].[NH4+] (ammonium hydroxide), O (water). Run at time 8 minute. The product is FC(C(C(=O)N[C@@H](CC(C)C)C(=O)O)CS)(F)F (N-[3,3,3-Trifluoro-2-(mercaptomethyl )-1-oxopropyl]-L-leucine). RXN SMILES: C([S:4][CH2:5][CH:6]([C:18]([F:21])([F:20])[F:19])[C:7]([NH:9][C@H:10]([C:15]([OH:17])=[O:16])[CH2:11][CH:12]([CH3:14])[CH3:13])=[O:8])(=O)C.S([O-])(O)(=O)=O.[K+].C(OCC)(=O)C>[OH-].[NH4+].O.CO.C(O)(=O)C.CCCCCC>[F:19][C:18]([F:20])([F:21])[CH:6]([CH2:5][SH:4])[C:7]([NH:9][C@H:10]([C:15]([OH:17])=[O:16])[CH2:11][CH:12]([CH3:14])[CH3:13])=[O:8] |f:1.2,4.5|. Procedure details: A suspension of the product of Example 18 (2.3 g., 6.98 mmol.) in 4.45 mL of concentrated ammonium hydroxide and 10 mL of water was stirred at room temperature under argon for 8 minutes. The resulting clear solution was acidified with 5% potassium hydrogen sulfate solution to pH 2 and extracted with 100 mL of ethyl acetate followed by 3×75 mL of additional extractions. The combined ethyl acetate extract was washed with 100 mL of brine, dried (MgSO4) and evaporated to give 1.94 g. of an off-white... Reactants: BrC1=CC(=C(C(=O)OC)C=C1)C (methyl 4-bromo-2-methylbenzoate), FC1=CC(=C(C(=O)O)C=C1I)C (4-fluoro-5-iodo-2-methylbenzoic acid), FC1=CC(=C(C(=O)O)C=C1I)C (4-fluoro-5-iodo-2-methylbenzoic acid). Product: FC1=CC(=C(C(=O)OC)C=C1I)C (Methyl 4-fluoro-5-iodo-2-methylbenzoate). As a reaction SMILES: Br[C:2]1C=CC(C(OC)=O)=C(C)C=1.[F:13][C:14]1[C:22]([I:23])=[CH:21][C:17]([C:18]([OH:20])=[O:19])=[C:16]([CH3:24])[CH:15]=1>>[F:13][C:14]1[C:22]([I:23])=[CH:21][C:17]([C:18]([O:20][CH3:2])=[O:19])=[C:16]([CH3:24])[CH:15]=1. Reported procedure: The title compound was prepared using standard chemical manipulations and procedures similar to those used for the preparation of compound 6.1, except 4-fluoro-5-iodo-2-methylbenzoic acid (compound 101.1) was used in place of 4-bromo-2-methylbenzoic acid.